From a dataset of the Open Reaction Database (ORD), a public repository of structured organic reaction records. describe an organic reaction: reactants, conditions, products, and yield Reactants: BrC=1C=CC(=C(C(=O)O)C1)OCC1=CC=CC=C1 (5-bromo-2-[(phenylmethyl)oxy]benzoic acid), C1=CN(C=N1)C(=O)N2C=CN=C2 (CDI), FC=1C=C(C=CC1)N (3-fluorobenzenamine). The solvent is C1CCOC1 (THF). Reaction conditions: time 10 minute. Yields the product BrC=1C=CC(=C(C(=O)NC2=CC(=CC=C2)F)C1)OCC1=CC=CC=C1 (5-Bromo-N-(3-fluorophenyl)-2-[(phenylmethyl)oxy]benzamide). Reaction SMILES: [Br:1][C:2]1[CH:3]=[CH:4][C:5]([O:11][CH2:12][C:13]2[CH:18]=[CH:17][CH:16]=[CH:15][CH:14]=2)=[C:6]([CH:10]=1)[C:7]([OH:9])=O.C1N=CN(C(N2C=NC=C2)=O)C=1.[F:31][C:32]1[CH:33]=[C:34]([NH2:38])[CH:35]=[CH:36][CH:37]=1>C1COCC1>[Br:1][C:2]1[CH:3]=[CH:4][C:5]([O:11][CH2:12][C:13]2[CH:18]=[CH:17][CH:16]=[CH:15][CH:14]=2)=[C:6]([CH:10]=1)[C:7]([NH:38][C:34]1[CH:35]=[CH:36][CH:37]=[C:32]([F:31])[CH:33]=1)=[O:9]. Procedure: Solid 5-bromo-2-[(phenylmethyl)oxy]benzoic acid (may be prepared as described in Description 5, method C; 200 mg, 0.65 mmol) was added to a stirred suspension of CDI (106 mg, 0.65 mmol) in THF (6 ml) under nitrogen at 20° C. The reaction mixture was stirred at room temperature for 10 min and 3-fluorobenzenamine (72.4 mg, 0.65 mmol) was added dropwise. After refluxing for 14 h, the reaction mixture was concentrated to obtain crude product. The crude product was purified by silica gel chromatograp... The reactants are O=C([O-])[O-], C=CCc1cc(C=O)cc(OC)c1O, CC(C)=O, CC(C)c1ccc(CCl)cc1, [K+], [K+]. The product is C=CCc1cc(C=O)cc(OC)c1OCc1ccc(C(C)C)cc1. Reaction SMILES: [C:26](=[O:27])([O-:28])[O-:29].[CH2:1]([CH:2]=[CH2:3])[c:4]1[cH:5][c:6]([CH:7]=[O:8])[cH:9][c:10]([O:13][CH3:14])[c:11]1[OH:12].[CH3:32][C:33](=[O:34])[CH3:35].[CH:15]([CH3:16])([CH3:17])[c:18]1[cH:19][cH:20][c:21]([CH2:22][Cl:23])[cH:24][cH:25]1.[K+:30].[K+:31]>>[CH2:1]([CH:2]=[CH2:3])[c:4]1[cH:5][c:6]([CH:7]=[O:8])[cH:9][c:10]([O:13][CH3:14])[c:11]1[O:12][CH2:22][c:21]1[cH:20][cH:19][c:18]([CH:15]([CH3:16])[CH3:17])[cH:25][cH:24]1. The reactants are C(C)(=O)OCC1=CS[C@H]2N(C1C(=O)O)C(C2NC(CC2=CC=CC=C2)=O)=O (3-acetoxymethyl-7-(N-phenylacetyl-amino)-ceph-2-em-4ξ-carboxylic acid), CN1C=CC2=CC=CC=C12 (1-methylindole). Run in FC(C(=O)O)(F)F (trifluoroacetic acid), C1(=CC=CC=C1)C (toluene). Conditions: time 15 minute. Yields the product CN1C=C(C2=CC=CC=C12)CC1=CS[C@H]2N(C1C(=O)O)C(C2NC(CC2=CC=CC=C2)=O)=O (3-(1-Methyl-3-indolylmethyl)-7-(N-phenylacetyl-amino)-ceph-2-em-4ξ-carboxylic acid). As a reaction SMILES: C(O[CH2:5][C:6]1[CH:11]([C:12]([OH:14])=[O:13])[N:10]2[C:15](=[O:27])[CH:16]([NH:17][C:18](=[O:26])[CH2:19][C:20]3[CH:25]=[CH:24][CH:23]=[CH:22][CH:21]=3)[C@H:9]2[S:8][CH:7]=1)(=O)C.[CH3:28][N:29]1[C:37]2[C:32](=[CH:33][CH:34]=[CH:35][CH:36]=2)[CH:31]=[CH:30]1>FC(F)(F)C(O)=O.C1(C)C=CC=CC=1>[CH3:28][N:29]1[C:37]2[C:32](=[CH:33][CH:34]=[CH:35][CH:36]=2)[C:31]([CH2:5][C:6]2[CH:11]([C:12]([OH:14])=[O:13])[N:10]3[C:15](=[O:27])[CH:16]([NH:17][C:18](=[O:26])[CH2:19][C:20]4[CH:21]=[CH:22][CH:23]=[CH:24][CH:25]=4)[C@H:9]3[S:8][CH:7]=2)=[CH:30]1. Procedure: 0.04 g of 3-acetoxymethyl-7-(N-phenylacetyl-amino)-ceph-2-em-4ξ-carboxylic acid is dissolved in a solution of 0.13 g of 1-methylindole in 0.3 ml of trifluoroacetic acid, and the solution is left to stand for 15 minutes at room temperature and diluted with an equal quantity of toluene. The mixture is evaporated to dryness under reduced pressure and the residue is worked up in accordance with the process described in example 6. 3-(1-Methyl-3-indolylmethyl)-7-(N-phenylacetyl-amino)-ceph-2-em-4ξ-car... Reactants: CC#CC(=O)OCC, COc1ccc(F)c(O)c1F, C1CCC2=NCCCN2CC1, C1CCOC1. Yields the product CCOC(=O)C=C(C)Oc1c(F)ccc(OC)c1F. Reaction SMILES: [CH2:12]([CH3:13])[O:14][C:15]([C:16]#[C:17][CH3:18])=[O:19].[F:1][c:2]1[c:3]([OH:11])[c:4]([F:10])[cH:5][cH:6][c:7]1[O:8][CH3:9].[N:20]12[CH2:21][CH2:22][CH2:23][N:24]=[C:25]1[CH2:26][CH2:27][CH2:28][CH2:29][CH2:30]2.[O:31]1[CH2:32][CH2:33][CH2:34][CH2:35]1>>[F:1][c:2]1[c:3]([O:11][C:17](=[CH:16][C:15]([O:14][CH2:12][CH3:13])=[O:19])[CH3:18])[c:4]([F:10])[cH:5][cH:6][c:7]1[O:8][CH3:9]. Reactants: C(C(C)C)(=O)Cl (Isobutyryl chloride), C(C)(=O)C=1C=C(NN1)C(=O)NN(CC1=CC=C(C=C1)C1=C(C=CC(=C1)Cl)F)C[C@H](C(=O)O)O ((R)-3-[N′-(5-acetyl-2H-pyrazole-3-carbonyl)-N-(5′-chloro-2′-fluorobiphenyl-4-ylmethyl)hydrazino]-2-hydroxypropionic acid), C1CCOC1 (THF). Reaction conditions: time 8 hour. The product is C(C)(=O)C=1C=C(NN1)C(=O)NN(CC1=CC=C(C=C1)C1=C(C=CC(=C1)Cl)F)C[C@H](C(=O)O)OC(C(C)C)=O (Isobutyric Acid (R)-2-[N′-(5-Acetyl-2H-pyrazole-3-carbonyl)-N-(5′-chloro-2′-fluorobiphenyl-4-ylmethyl)hydrazino]-1-carboxyethyl Ester). The yield is 40.7%. As a reaction SMILES: [C:1](Cl)(=[O:5])[CH:2]([CH3:4])[CH3:3].[C:7]([C:10]1[CH:11]=[C:12]([C:15]([NH:17][N:18]([CH2:34][C@@H:35]([OH:39])[C:36]([OH:38])=[O:37])[CH2:19][C:20]2[CH:25]=[CH:24][C:23]([C:26]3[CH:31]=[C:30]([Cl:32])[CH:29]=[CH:28][C:27]=3[F:33])=[CH:22][CH:21]=2)=[O:16])[NH:13][N:14]=1)(=[O:9])[CH3:8].C1COCC1>>[C:7]([C:10]1[CH:11]=[C:12]([C:15]([NH:17][N:18]([CH2:34][C@@H:35]([O:39][C:1](=[O:5])[CH:2]([CH3:4])[CH3:3])[C:36]([OH:38])=[O:37])[CH2:19][C:20]2[CH:25]=[CH:24][C:23]([C:26]3[CH:31]=[C:30]([Cl:32])[CH:29]=[CH:28][C:27]=3[F:33])=[CH:22][CH:21]=2)=[O:16])[NH:13][N:14]=1)(=[O:9])[CH3:8]. Procedure: Isobutyryl chloride (23.4 μL, 221.1 μmol) and (R)-3-[N′-(5-acetyl-2H-pyrazole-3-carbonyl)-N-(5′-chloro-2′-fluorobiphenyl-4-ylmethyl)hydrazino]-2-hydroxypropionic acid (10.5 mg, 22.1 μmol) were combined in THF (108 μL, 1.3 mmol), and stirred overnight at room temperature. The solvent was evaporated and the residue was purified by preparative HPLC to yield the title compound (4.9 mg) as a TFA salt. MS m/z [M+H]+ calc'd for C26H26ClFN4O6, 545.15. found 545.1. The reactants are Cc1ccc([N+](=O)[O-])c(N2CCN(C(=O)OCc3ccccc3)CC2)c1, CCO, O, Cl[Sn]Cl. Yields the product Cc1ccc(N)c(N2CCN(C(=O)OCc3ccccc3)CC2)c1. Reaction SMILES: [CH2:1]([c:2]1[cH:3][cH:4][cH:5][cH:6][cH:7]1)[O:8][C:9](=[O:10])[N:11]1[CH2:12][CH2:13][N:14]([c:17]2[c:18]([N+:24]([O-:25])=[O:26])[cH:19][cH:20][c:21]([CH3:23])[cH:22]2)[CH2:15][CH2:16]1.[CH3:31][CH2:32][OH:33].[OH2:30].[Sn:27]([Cl:28])[Cl:29]>>[CH2:1]([c:2]1[cH:3][cH:4][cH:5][cH:6][cH:7]1)[O:8][C:9](=[O:10])[N:11]1[CH2:12][CH2:13][N:14]([c:17]2[c:18]([NH2:24])[cH:19][cH:20][c:21]([CH3:23])[cH:22]2)[CH2:15][CH2:16]1. The reactants are CC(=O)c1cccc(C(C)=O)n1, CCc1cccc(CC)c1N, CCCCCCC, O=CO. Product: CCc1cccc(CC)c1N=C(C)c1cccc(C(C)=O)n1. Reaction SMILES: [C:1]([CH3:2])(=[O:3])[c:4]1[n:5][c:6]([C:10]([CH3:11])=[O:12])[cH:7][cH:8][cH:9]1.[CH2:13]([CH3:14])[c:15]1[c:16]([NH2:17])[c:18]([CH2:22][CH3:23])[cH:19][cH:20][cH:21]1.[CH3:27][CH2:28][CH2:29][CH2:30][CH2:31][CH2:32][CH3:33].[CH:24]([OH:25])=[O:26]>>[C:1]([CH3:2])(=[O:3])[c:4]1[n:5][c:6]([C:10]([CH3:11])=[N:17][c:16]2[c:15]([CH2:13][CH3:14])[cH:21][cH:20][cH:19][c:18]2[CH2:22][CH3:23])[cH:7][cH:8][cH:9]1. Starting materials: C(CC=C)[Si](C(CC(C)C)=O)(C1=CC=CC=C1)C1=CC=CC=C1 (1-[(3-Buten-1-yl)diphenylsilyl]-3-methyl-1-butanone), [H-].[Al+3].[Li+].[H-].[H-].[H-] (lithium aluminum hydride). Run in C(C)OCC (ethyl ether), C(C)OCC (ethyl ether). Conditions: temperature 0 celsius, time 15 minute. Product: C(CC=C)[Si](C(CC(C)C)O)(C1=CC=CC=C1)C1=CC=CC=C1 (1-[(3-Buten-1-yl)diphenylsilyl]-3-methyl-1-butanol). The yield is 69.6%. Reaction SMILES: [CH2:1]([Si:5]([C:18]1[CH:23]=[CH:22][CH:21]=[CH:20][CH:19]=1)([C:12]1[CH:17]=[CH:16][CH:15]=[CH:14][CH:13]=1)[C:6](=[O:11])[CH2:7][CH:8]([CH3:10])[CH3:9])[CH2:2][CH:3]=[CH2:4].[H-].[Al+3].[Li+].[H-].[H-].[H-]>C(OCC)C>[CH2:1]([Si:5]([C:12]1[CH:13]=[CH:14][CH:15]=[CH:16][CH:17]=1)([C:18]1[CH:23]=[CH:22][CH:21]=[CH:20][CH:19]=1)[CH:6]([OH:11])[CH2:7][CH:8]([CH3:10])[CH3:9])[CH2:2][CH:3]=[CH2:4] |f:1.2.3.4.5.6|. Procedure details: To a solution of 33 (3.0 g, 9.3 mmol) in ethyl ether (100 mL) at 0° C. was added lithium aluminum hydride (1.0 M in ethyl ether, 47 mmol). After stirring for 15 min at 0° C. under argon, the reaction mixture was diluted with ethyl ether (300 mL) and quenched with saturated aqueous Na2SO4 until evolution of hydrogen had ceased. The mixture was dried with solid Na2SO4 and filtered, and the residue was extracted with ether (50 mL). The organic extracts were combined and concentrated in vacuo. Flash... Reactants: OC(CC[C@H]1[C@H](CN(CC1)CC#CC1=CC(=CC(=C1)F)F)C(=O)OC)C1=CC=NC2=CC=C(C=C12)OC (methyl (3R,4R)-4-[3-(R,S)-hydroxy-3-(6-methoxyquinolin-4-yl)propyl]-1-[3-(3,5-difluorophenyl)prop-2-ynyl]piperidine-3-carboxylate), [OH-].[Na+] (sodium hydroxide). Solvent: O1CCOCC1 (dioxane), ClCCl (dichloromethane). Reaction conditions: temperature 60 celsius, time 18 hour. Yields the product OC(CC[C@H]1[C@H](CN(CC1)CC#CC1=CC(=CC(=C1)F)F)C(=O)O)C1=CC=NC2=CC=C(C=C12)OC ((3R,4R)-4-[3-(R,S)-hydroxy-3-(6-methoxyquinolin4-yl)propyl]-1-[3-(3,5-difluorophenyl)prop-2-ynyl]piperidine-3-carboxylic acid). Isolated yield 61.2%. RXN SMILES: [OH:1][CH:2]([C:26]1[C:35]2[C:30](=[CH:31][CH:32]=[C:33]([O:36][CH3:37])[CH:34]=2)[N:29]=[CH:28][CH:27]=1)[CH2:3][CH2:4][C@@H:5]1[CH2:10][CH2:9][N:8]([CH2:11][C:12]#[C:13][C:14]2[CH:19]=[C:18]([F:20])[CH:17]=[C:16]([F:21])[CH:15]=2)[CH2:7][C@@H:6]1[C:22]([O:24]C)=[O:23].[OH-].[Na+]>O1CCOCC1.ClCCl>[OH:1][CH:2]([C:26]1[C:35]2[C:30](=[CH:31][CH:32]=[C:33]([O:36][CH3:37])[CH:34]=2)[N:29]=[CH:28][CH:27]=1)[CH2:3][CH2:4][C@@H:5]1[CH2:10][CH2:9][N:8]([CH2:11][C:12]#[C:13][C:14]2[CH:19]=[C:18]([F:20])[CH:17]=[C:16]([F:21])[CH:15]=2)[CH2:7][C@@H:6]1[C:22]([OH:24])=[O:23] |f:1.2|. Procedure: A mixture of 0.89 g of methyl (3R,4R)-4-[3-(R,S)-hydroxy-3-(6-methoxyquinolin-4-yl)propyl]-1-[3-(3,5-difluorophenyl)prop-2-ynyl]piperidine-3-carboxylate in 9 cm3 of dioxane to which had been added 1.41 cm3 of 5N aqueous sodium hydroxide solution was stirred for 18 hours at a temperature in the region of 60° C. After cooling to approximately 20° C., the reaction mixture was evaporated under reduced pressure (5 kPa) at a temperature in the region of 40° C. The residue obtained was purified by chro...